This data is from the Open Reaction Database (ORD), a public repository of structured organic reaction records. The task is: describe an organic reaction: reactants, conditions, products, and yield Reactants: OCC1=CC=CC(=N1)/C=C/C(=O)OC(C)(C)C (t-Butyl 3-(6-hydroxymethylpyridin-2-yl)-trans-acrylate). Reagents/catalysts: [Pt](=O)=O (platinum dioxide). Solvent: C(C)O (ethanol). Run at time 5 hour. The product is OCC1=CC=CC(=N1)CCC(=O)OC(C)(C)C (t-butyl 3-(6-hydroxymethylpyridin-2-yl)propionate). Yield: 94.9%. RXN SMILES: [OH:1][CH2:2][C:3]1[N:8]=[C:7](/[CH:9]=[CH:10]/[C:11]([O:13][C:14]([CH3:17])([CH3:16])[CH3:15])=[O:12])[CH:6]=[CH:5][CH:4]=1>C(O)C.[Pt](=O)=O>[OH:1][CH2:2][C:3]1[N:8]=[C:7]([CH2:9][CH2:10][C:11]([O:13][C:14]([CH3:17])([CH3:16])[CH3:15])=[O:12])[CH:6]=[CH:5][CH:4]=1. Reported procedure: t-Butyl 3-(6-hydroxymethylpyridin-2-yl)-trans-acrylate (trans form) (16.86 g) was dissolved in 200 mL of ethanol, and 0.5 g of platinum dioxide was added to the solution, and then the mixture was stirred under atmospheric hydrogen pressure at room temperature for 5 hours. After that, the catalyst was filtrated off, another platinum dioxide (0.5 g) was added, and then the mixture was stirred under atmospheric hydrogen pressure at room temperature for 6 hours. The catalyst was filtrated off from t... Reactants: ClCCS(=O)(=O)Cl (2-chloroethanesulfonyl chloride), [H-].[Na+] (NaH), CC1=C(OC2=CC=C(C=C2)C=2C(=NC=CC2)N)C=CC(=C1)C(F)(F)F (3-(4-(2-methyl-4-(trifluoromethyl)phenoxy)phenyl)pyridin-2-amine). Run in C1CCOC1 (THF), C1CCOC1 (THF). Conditions: time 5 minute. The product is CC1=C(OC2=CC=C(C=C2)C2=CC=CN3C2=NS(CC3)(=O)=O)C=CC(=C1)C(F)(F)F (9-{4-[2-methyl-4-(trifluoromethyl)phenoxy]phenyl}-3,4-dihydropyrido[2,1-c][1,2,4]thiadiazine 2,2-dioxide). As a reaction SMILES: [H-].[Na+].Cl[CH2:4][CH2:5][S:6](Cl)(=[O:8])=[O:7].[CH3:10][C:11]1[CH:30]=[C:29]([C:31]([F:34])([F:33])[F:32])[CH:28]=[CH:27][C:12]=1[O:13][C:14]1[CH:19]=[CH:18][C:17]([C:20]2[C:21]([NH2:26])=[N:22][CH:23]=[CH:24][CH:25]=2)=[CH:16][CH:15]=1>C1COCC1>[CH3:10][C:11]1[CH:30]=[C:29]([C:31]([F:33])([F:32])[F:34])[CH:28]=[CH:27][C:12]=1[O:13][C:14]1[CH:15]=[CH:16][C:17]([C:20]2[C:21]3=[N:26][S:6](=[O:8])(=[O:7])[CH2:5][CH2:4][N:22]3[CH:23]=[CH:24][CH:25]=2)=[CH:18][CH:19]=1 |f:0.1|. Procedure details: To a suspension of NaH (60%, 284 mg) in THF (dry) (25 mL) was added 2-chloroethanesulfonyl chloride (0.448 mL) at 0° C. and the mixture was stirred for 5 min at the same temperature. A solution of 3-(4-(2-methyl-4-(trifluoromethyl)phenoxy)phenyl)pyridin-2-amine (489 mg) in THF (dry) (40 mL) was added at 0° C. and the mixture was stirred at room temperature overnight. The mixture was quenched with water at 0° C. Water, EtOAc and THF were added and the extracted organic layer was washed with brine... Reactants: BrC=1C(=NC=C(C1)C(F)(F)F)N[C@@H]1[C@H](CCC1)NC(C1=C(C=CC=C1)N1N=CC=N1)=O (N-[(1S,2S)-2-{[3-Bromo-5-(trifluoromethyl)pyridin-2-yl]amino}cyclopentyl]-2-(2H-1,2,3-triazol-2-yl)benzamide), CB(O)O (methylboronic acid), C([O-])([O-])=O.[K+].[K+] (potassium carbonate). The reagents and catalysts are C=1C=CC(=CC1)[P](C=2C=CC=CC2)(C=3C=CC=CC3)[Pd]([P](C=4C=CC=CC4)(C=5C=CC=CC5)C=6C=CC=CC6)([P](C=7C=CC=CC7)(C=8C=CC=CC8)C=9C=CC=CC9)[P](C=1C=CC=CC1)(C=1C=CC=CC1)C=1C=CC=CC1 (tetrakis(triphenylphosphine)palladium). The solvent is O1CCOCC1 (1,4-dioxane). Yields the product CC=1C(=NC=C(C1)C(F)(F)F)N[C@@H]1[C@H](CCC1)NC(C1=C(C=CC=C1)N1N=CC=N1)=O (N-[(1S,2S)-2-{[3-Methyl-5-(trifluoromethyl)pyridin-2-yl]amino}cyclopentyl]-2-(2H-1,2,3-triazol-2-yl)benzamide). As a reaction SMILES: Br[C:2]1[C:3]([NH:12][C@H:13]2[CH2:17][CH2:16][CH2:15][C@@H:14]2[NH:18][C:19](=[O:31])[C:20]2[CH:25]=[CH:24][CH:23]=[CH:22][C:21]=2[N:26]2[N:30]=[CH:29][CH:28]=[N:27]2)=[N:4][CH:5]=[C:6]([C:8]([F:11])([F:10])[F:9])[CH:7]=1.[CH3:32]B(O)O.C(=O)([O-])[O-].[K+].[K+]>O1CCOCC1.C1C=CC([P]([Pd]([P](C2C=CC=CC=2)(C2C=CC=CC=2)C2C=CC=CC=2)([P](C2C=CC=CC=2)(C2C=CC=CC=2)C2C=CC=CC=2)[P](C2C=CC=CC=2)(C2C=CC=CC=2)C2C=CC=CC=2)(C2C=CC=CC=2)C2C=CC=CC=2)=CC=1>[CH3:32][C:2]1[C:3]([NH:12][C@H:13]2[CH2:17][CH2:16][CH2:15][C@@H:14]2[NH:18][C:19](=[O:31])[C:20]2[CH:25]=[CH:24][CH:23]=[CH:22][C:21]=2[N:26]2[N:30]=[CH:29][CH:28]=[N:27]2)=[N:4][CH:5]=[C:6]([C:8]([F:10])([F:11])[F:9])[CH:7]=1 |f:2.3.4,^1:51,53,72,91|. Reported procedure: A mixture of N-[(1S,2S)-2-{[3-bromo-5-(trifluoromethyl)pyridin-2-yl]amino}cyclopentyl]-2-(2H-1,2,3-triazol-2-yl)benzamide (Example 107; 67 mg, 0.14 mmol), methylboronic acid (CAS number 13061-96-6; 24 mg, 0.41 mmol), tetrakis(triphenylphosphine)palladium (16 mg, 0.014 mmol) and potassium carbonate (aq. 2 M, 271 μl, 0.54 mmol) in 1,4-dioxane (450 μl) was sealed, evacuated and purged with nitrogen and then subjected to microwave irradiation at 140° C. for 30 minutes. The reaction was partitioned b... The reactants are C(C)(C)(C)OC(=O)N1CCN2C(=NC=3C=C(C=CC3C2=O)C#CC2=CC(=CC=C2)F)CC1 (tert-butyl-8-(2-(3-fluorophenyl)ethynyl)-11-oxo-1,2,4,5-tetrahydro-[1,4]diazepino[7,1-b]quinazoline-3(11H)-carboxylate), FC(C(=O)O)(F)F (trifluoroacetic acid). Run in C(Cl)Cl (DCM). Conditions: time 1 hour. Yields the product FC=1C=C(C=CC1)C#CC=1C=CC=2C(N3C(=NC2C1)CCNCC3)=O (8-((3-fluorophenyl)ethynyl)-2,3,4,5-tetrahydro-[1,4]diazepino[7,1-b]quinazolin-11(1H)-one). As a reaction SMILES: C(OC([N:8]1[CH2:32][CH2:31][C:12]2=[N:13][C:14]3[CH:15]=[C:16]([C:22]#[C:23][C:24]4[CH:29]=[CH:28][CH:27]=[C:26]([F:30])[CH:25]=4)[CH:17]=[CH:18][C:19]=3[C:20](=[O:21])[N:11]2[CH2:10][CH2:9]1)=O)(C)(C)C.FC(F)(F)C(O)=O>C(Cl)Cl>[F:30][C:26]1[CH:25]=[C:24]([C:23]#[C:22][C:16]2[CH:17]=[CH:18][C:19]3[C:20](=[O:21])[N:11]4[CH2:10][CH2:9][NH:8][CH2:32][CH2:31][C:12]4=[N:13][C:14]=3[CH:15]=2)[CH:29]=[CH:28][CH:27]=1. Reported procedure: To a solution of tert-butyl-8-(2-(3-fluorophenyl)ethynyl)-11-oxo-1,2,4,5-tetrahydro-[1,4]diazepino[7,1-b]quinazoline-3(11H)-carboxylate (1.3 g, 3.0 mmol) in DCM (30 mL) was added trifluoroacetic acid (15 mL). The mixture was stirred for 1 h at room temperature. Then the reaction mixture was concentrated and purified by silica gel chromatography to give the desired product. MS (ESI): 334 (MH+); 1H NMR (300 MHz, CDCl3) δ 8.26-8.23 (d, J=8.2 Hz, 1H), 7.77 (s, 1H), 7.59-7.55 (d, J=8.3 Hz, 1.5 Hz, 1H... The reactants are O=C([O-])[O-], CS(=O)(=O)c1ccc(O)cn1, CN(C)C=O, Cl, O=[N+]([O-])c1ccc(F)cc1OC1CCOCC1, [K+], [K+]. Product: CS(=O)(=O)c1ccc(Oc2ccc([N+](=O)[O-])c(OC3CCOCC3)c2)cn1. Reaction SMILES: [C:29](=[O:30])([O-:31])[O-:32].[CH3:18][S:19](=[O:20])(=[O:21])[c:22]1[cH:23][cH:24][c:25]([OH:28])[cH:26][n:27]1.[CH3:36][N:37]([CH3:38])[CH:39]=[O:40].[ClH:35].[F:1][c:2]1[cH:3][cH:4][c:5]([N+:15](=[O:16])[O-:17])[c:6]([O:7][CH:8]2[CH2:9][CH2:10][O:11][CH2:12][CH2:13]2)[cH:14]1.[K+:33].[K+:34]>>[c:2]1([O:28][c:25]2[cH:24][cH:23][c:22]([S:19]([CH3:18])(=[O:20])=[O:21])[n:27][cH:26]2)[cH:3][cH:4][c:5]([N+:15](=[O:16])[O-:17])[c:6]([O:7][CH:8]2[CH2:9][CH2:10][O:11][CH2:12][CH2:13]2)[cH:14]1. Run at temperature 120 celsius, time 5 minute. Reactants: BrC=C(C)C1=CC=NC=C1 (4-(2-Bromo-1-methyl-vinyl)-pyridine), P(=O)([O-])([O-])[O-].[K+].[K+].[K+] (potassium phosphate), N1[C@H](C(=O)O)CCC1 (L-proline), cuprous iodide, N#N (N2), C(C=C)N1CC2=C(NC=3C=CC(=CC23)C)CC1 (2-Allyl-8-methyl-2,3,4,5-tetrahydro-1H-pyrido[4,3-b]indole). Reported procedure: 4-(2-Bromo-1-methyl-vinyl)-pyridine (2.5 g, 13 mmol) and potassium phosphate (4.2 g, 20 mmol) were stirred for 5 min. DMF (20 mL) was added and the contents stirred for 5 min. L-proline (230 mg, 2.0 mmol) and cuprous iodide (190 mg, 1.0 mmol) were added to the reaction mixture and N2 bubbled into the reaction mixture. 2-Allyl-8-methyl-2,3,4,5-tetrahydro-1H-pyrido[4,3-b]indole (2.0 g, 10 mmol) was added and the contents heated at 120° C. for 16 h. After completion of reaction (as monitored by TLC... Solvent: CN(C)C=O (DMF). As a reaction SMILES: Br[CH:2]=[C:3]([C:5]1[CH:10]=[CH:9][N:8]=[CH:7][CH:6]=1)[CH3:4].P([O-])([O-])([O-])=O.[K+].[K+].[K+].N1CCC[C@H]1C(O)=[O:22].N#N.[CH2:29]([N:32]1[CH2:45][CH2:44][C:35]2[NH:36][C:37]3[CH:38]=[CH:39][C:40]([CH3:43])=[CH:41][C:42]=3[C:34]=2[CH2:33]1)C=C>CN(C=O)C>[CH3:43][C:40]1[CH:39]=[CH:38][C:37]2[N:36](/[CH:2]=[C:3](/[C:5]3[CH:10]=[CH:9][N:8]=[CH:7][CH:6]=3)\[CH3:4])[C:35]3[CH2:44][CH2:45][N:32]([CH:29]=[O:22])[CH2:33][C:34]=3[C:42]=2[CH:41]=1 |f:1.2.3.4|. The product is CC1=CC=2C3=C(N(C2C=C1)\C=C(/C)\C1=CC=NC=C1)CCN(C3)C=O ((E)-8-methyl-5-(2-(pyridin-4-yl)prop-1-enyl)-3,4-dihydro-1H-pyrido[4,3-b]indole-2(5H)-carbaldehyde). As a reaction SMILES: [CH2:1]([CH:2]=[CH2:3])[N:4]1[C:5](=[O:23])[CH2:6][N:7]=[C:8]([c:16]2[c:17]([F:22])[cH:18][cH:19][cH:20][cH:21]2)[c:9]2[c:10]1[cH:11][cH:12][c:13]([Cl:15])[cH:14]2.[CH:35]([Cl:36])([Cl:37])[Cl:38].[Cl:24][c:25]1[cH:26][cH:27][cH:28][c:29]([C:30]([O:31][OH:33])=[O:32])[cH:34]1>>[CH2:1]([CH:2]=[CH2:3])[N:4]1[C:5](=[O:23])[CH2:6][N+:7]([O-:32])=[C:8]([c:16]2[c:17]([F:22])[cH:18][cH:19][cH:20][cH:21]2)[c:9]2[c:10]1[cH:11][cH:12][c:13]([Cl:15])[cH:14]2. Yields the product C=CCN1C(=O)C[N+]([O-])=C(c2ccccc2F)c2cc(Cl)ccc21. Reactants: C=CCN1C(=O)CN=C(c2ccccc2F)c2cc(Cl)ccc21, ClC(Cl)Cl, O=C(OO)c1cccc(Cl)c1.